This data is from the Open Reaction Database (ORD), a public repository of structured organic reaction records. The task is: describe an organic reaction: reactants, conditions, products, and yield Starting materials: C1(=CC=CC=C1)C=1N=C(OC1C1=CC=CC=C1)C=1C(CCCC1)CC1=CC(=CC=C1)C#N (2-(4,5-diphenyloxazol-2-yl)-1-(3-cyanobenzyl)-2-cyclohexene), [N-]=[N+]=[N-].[Na+] (NaN3), [NH4+].[Cl-] (NH4Cl). Solvent: CN(C)C=O (DMF). Conditions: temperature 120 celsius, time 12 hour. The product is C1(=CC=CC=C1)C=1N=C(OC1C1=CC=CC=C1)C=1C(CCCC1)CC1=CC(=CC=C1)C1=NN=NN1 (2-(4,5-diphenyloxazol-2-yl)-1-{3-(1H-tetrazol-5-yl)benzyl}-2-cyclohexene). The yield is 81.6%. Reaction SMILES: [C:1]1([C:7]2[N:8]=[C:9]([C:18]3[CH:19]([CH2:24][C:25]4[CH:30]=[CH:29][CH:28]=[C:27]([C:31]#[N:32])[CH:26]=4)[CH2:20][CH2:21][CH2:22][CH:23]=3)[O:10][C:11]=2[C:12]2[CH:17]=[CH:16][CH:15]=[CH:14][CH:13]=2)[CH:6]=[CH:5][CH:4]=[CH:3][CH:2]=1.[N-:33]=[N+:34]=[N-:35].[Na+].[NH4+].[Cl-]>CN(C=O)C>[C:1]1([C:7]2[N:8]=[C:9]([C:18]3[CH:19]([CH2:24][C:25]4[CH:30]=[CH:29][CH:28]=[C:27]([C:31]5[NH:35][N:34]=[N:33][N:32]=5)[CH:26]=4)[CH2:20][CH2:21][CH2:22][CH:23]=3)[O:10][C:11]=2[C:12]2[CH:17]=[CH:16][CH:15]=[CH:14][CH:13]=2)[CH:6]=[CH:5][CH:4]=[CH:3][CH:2]=1 |f:1.2,3.4|. Reported procedure: To a solution of 2-(4,5-diphenyloxazol-2-yl)-1-(3-cyanobenzyl)-2-cyclohexene (400 mg) in DMF (8 ml) were added NaN3 (100 mg) and NH4Cl (80 mg). After stirred for 12 hours at 120° C., the mixture was partitioned between ethyl acetate and water and the organic layer was washed with 1N-HCl and brine. The dried solvent was evaporated in vacuo and the obtained solid was washed with a mixture of ether and n-hexane to afford 2-(4,5-diphenyloxazol-2-yl)-1-{3-(1H-tetrazol-5-yl)benzyl}-2-cyclohexene (0.36... The reactants are COc1cc(C=O)cc(OC)c1Br, [C-]#N, CCO, [K+], [C-]#[N+]CS(=O)(=O)c1ccc(C)cc1. Yields the product COc1cc(C2OC=NC2S(=O)(=O)c2ccc(C)cc2)cc(OC)c1Br. As a reaction SMILES: [Br:1][c:2]1[c:3]([O:12][CH3:13])[cH:4][c:5]([CH:6]=[O:7])[cH:8][c:9]1[O:10][CH3:11].[C-:27]#[N:28].[CH3:30][CH2:31][OH:32].[K+:29].[c:14]1([CH3:26])[cH:15][cH:16][c:17]([S:20](=[O:21])(=[O:22])[CH2:23][N+:24]#[C-:25])[cH:18][cH:19]1>>[Br:1][c:2]1[c:3]([O:12][CH3:13])[cH:4][c:5]([CH:6]2[O:7][CH:25]=[N:24][CH:23]2[S:20]([c:17]2[cH:16][cH:15][c:14]([CH3:26])[cH:19][cH:18]2)(=[O:21])=[O:22])[cH:8][c:9]1[O:10][CH3:11]. The reactants are CC#N, CCOC(C)=O, [Ca+2], O=C([O-])[O-], O, c1ccc(C2(CC3SCCCS3)CCCC2)cc1. Yields the product O=C(O)CC1(c2ccccc2)CCCC1. Reaction SMILES: [CH3:24][C:25]#[N:26].[CH3:28][CH2:29][O:30][C:31](=[O:32])[CH3:33].[Ca+2:1].[O-:2][C:3]([O-:4])=[O:5].[OH2:27].[c:6]1([C:12]2([CH2:17][CH:18]3[S:19][CH2:20][CH2:21][CH2:22][S:23]3)[CH2:13][CH2:14][CH2:15][CH2:16]2)[cH:7][cH:8][cH:9][cH:10][cH:11]1>>[OH:2][C:3](=[O:5])[CH2:17][C:12]1([c:6]2[cH:7][cH:8][cH:9][cH:10][cH:11]2)[CH2:13][CH2:14][CH2:15][CH2:16]1. Starting materials: CCOC(=O)C(C)C(CC(C)C)C(=O)NC(Cc1ccc(OC)cc1)C(=O)O, C[NH-], CO, [Na+], [OH-]. The product is C[NH-], COc1ccc(CC(NC(=O)C(CC(C)C)C(C)C(=O)O)C(=O)O)cc1. As a reaction SMILES: [CH2:1]([CH3:2])[O:3][C:4](=[O:5])[CH:6]([CH:7]([C:8](=[O:9])[NH:10][CH:11]([CH2:12][c:13]1[cH:14][cH:15][c:16]([O:19][CH3:20])[cH:17][cH:18]1)[C:21](=[O:22])[OH:23])[CH2:24][CH:25]([CH3:26])[CH3:27])[CH3:28].[CH3:29][NH-:30].[CH3:33][OH:34].[Na+:32].[OH-:31]>>[CH3:29][NH-:30].[O:3]=[C:4]([OH:5])[CH:6]([CH:7]([C:8](=[O:9])[NH:10][CH:11]([CH2:12][c:13]1[cH:14][cH:15][c:16]([O:19][CH3:20])[cH:17][cH:18]1)[C:21](=[O:22])[OH:23])[CH2:24][CH:25]([CH3:26])[CH3:27])[CH3:28]. Reactants: [Br-], CC(C)(C)c1ccccc1O, CCCC[N+](CCCC)(CCCC)CCCC, Cc1ccccc1, CCOC(C)=O, [Na+], [OH-], O=S(=O)([O-])CC1CN(C(c2ccccc2)c2ccccc2)C1. Product: CC(C)(C)c1ccccc1OC1CN(C(c2ccccc2)c2ccccc2)C1. As a reaction SMILES: [Br-:36].[C:23]([CH3:24])([CH3:25])([CH3:26])[c:27]1[c:28]([OH:33])[cH:29][cH:30][cH:31][cH:32]1.[CH3:37][CH2:38][CH2:39][CH2:40][N+:41]([CH2:42][CH2:43][CH2:44][CH3:45])([CH2:46][CH2:47][CH2:48][CH3:49])[CH2:50][CH2:51][CH2:52][CH3:53].[CH3:54][c:55]1[cH:56][cH:57][cH:58][cH:59][cH:60]1.[CH3:61][CH2:62][O:63][C:64](=[O:65])[CH3:66].[Na+:35].[OH-:34].[c:1]1([CH:7]([N:8]2[CH2:9][CH:10]([CH2:12][S:13]([O-:14])(=[O:15])=[O:16])[CH2:11]2)[c:17]2[cH:18][cH:19][cH:20][cH:21][cH:22]2)[cH:2][cH:3][cH:4][cH:5][cH:6]1>>[c:1]1([CH:7]([N:8]2[CH2:9][CH:10]([O:33][c:28]3[c:27]([C:23]([CH3:24])([CH3:25])[CH3:26])[cH:32][cH:31][cH:30][cH:29]3)[CH2:11]2)[c:17]2[cH:18][cH:19][cH:20][cH:21][cH:22]2)[cH:2][cH:3][cH:4][cH:5][cH:6]1. Starting materials: CC(=O)O, O=N[O-], COC(=O)CS(=O)(=O)c1cc(C)ccc1N, [Na+], O. Yields the product COC(=O)C1=NNc2ccc(C)cc2S1(=O)=O. RXN SMILES: [CH3:21][C:22](=[O:23])[OH:24].[N:17]([O-:18])=[O:19].[NH2:1][c:2]1[c:3]([S:9](=[O:10])(=[O:11])[CH2:12][C:13](=[O:14])[O:15][CH3:16])[cH:4][c:5]([CH3:8])[cH:6][cH:7]1.[Na+:20].[OH2:25]>>[NH:1]1[c:2]2[c:3]([cH:4][c:5]([CH3:8])[cH:6][cH:7]2)[S:9](=[O:10])(=[O:11])[C:12]([C:13](=[O:14])[O:15][CH3:16])=[N:17]1. Yield: 52.0%. Product: O=C(NC1=C(F)C(F)=C(C(F)=C1F)C(F)(F)F)C(CB2OC(C)(C)C(O2)(C)C)CC=3C(F)=CC=CC3F. The reagents and catalysts are [B-](F)(F)(F)F.CC[N+](CC)(CC)CC, O1B(OC(C)(C)C1(C)C)B2OC(C)(C)C(O2)(C)C, [K].O=C(O)O, N=1C(OC)=CC(OC)=C2C=CC=CC12, O=C(O)C, [Pd].O=C(O)C. The solvent is N#CC. The reactants are O=C(NC1=C(F)C(F)=C(C(F)=C1F)C(F)(F)F)C(C)CC=2C(F)=CC=CC2F. Run at temperature 80 celsius, time 15 hour. Reactants: FC=1C(=C(C2=C(C(C=C(O2)C2=CC(=C(C=C2)NC(C(C)(C)C)=O)F)=O)C1NC(C(C)(C)C)=O)F)CO (6,8-difluoro-2-(3-fluoro-4-pivaloylaminophenyl)-7-hydroxymethyl-5-pivaloylamino-4H-1-benzopyran-4-one), C(CC)(=O)O (propionic acid), S(O)(O)(=O)=O (sulfuric acid). The product is NC1=C(C(=C(C2=C1C(C=C(O2)C2=CC(=C(C=C2)N)F)=O)F)COC(CC)=O)F (5-Amino-2-(4-amino-3-fluorophenyl)-6,8-difluoro-7-(1-propanoyloxymethyl)-4H-1-benzopyran-4-one). Yield: 32.0%. Reaction SMILES: [F:1][C:2]1[C:3]([CH2:35][OH:36])=[C:4]([F:34])[C:5]2[O:10][C:9]([C:11]3[CH:16]=[CH:15][C:14]([NH:17]C(=O)C(C)(C)C)=[C:13]([F:24])[CH:12]=3)=[CH:8][C:7](=[O:25])[C:6]=2[C:26]=1[NH:27]C(=O)C(C)(C)C.[C:37](O)(=[O:40])[CH2:38][CH3:39].S(=O)(=O)(O)O>>[NH2:27][C:26]1[C:6]2[C:7](=[O:25])[CH:8]=[C:9]([C:11]3[CH:16]=[CH:15][C:14]([NH2:17])=[C:13]([F:24])[CH:12]=3)[O:10][C:5]=2[C:4]([F:34])=[C:3]([CH2:35][O:36][C:37](=[O:40])[CH2:38][CH3:39])[C:2]=1[F:1]. Procedure details: Substantially the same manner as that in Example 123 was repeated except that 1.06 g (2.10 mmol) of 6,8-difluoro-2-(3-fluoro-4-pivaloylaminophenyl)-7-hydroxymethyl-5-pivaloylamino-4H-1-benzopyran-4-one obtained in Example 118 (4), 32 mL of propionic acid and 8 mL of concentrated sulfuric acid were used, and the resulting compound was purified by silica gel column chromatography (chloroform:acetonitrile=20:1) and high performance liquid chromatography, to give 261 mg of Compound 124 (yield: 32%). The reactants are Cc1cc2cc(C(O)(C(F)(F)F)C(F)(F)F)ccc2n1Cc1ccccc1, CCOCC, [Cl-], CC(Cl)Cl, F[n+]1ccccc1, [NH4+], O=S(=O)([O-])C(F)(F)F. The product is Cc1c(F)c2cc(C(O)(C(F)(F)F)C(F)(F)F)ccc2n1Cc1ccccc1. As a reaction SMILES: [CH2:1]([c:2]1[cH:3][cH:4][cH:5][cH:6][cH:7]1)[n:8]1[c:9]([CH3:27])[cH:10][c:11]2[cH:12][c:13]([C:17]([C:18]([F:19])([F:20])[F:21])([C:22]([F:23])([F:24])[F:25])[OH:26])[cH:14][cH:15][c:16]12.[CH3:45][CH2:46][O:47][CH2:48][CH3:49].[Cl-:43].[Cl:50][CH:51]([Cl:52])[CH3:53].[F:36][n+:37]1[cH:38][cH:39][cH:40][cH:41][cH:42]1.[NH4+:44].[S:28]([O-:29])([C:30]([F:31])([F:32])[F:33])(=[O:34])=[O:35]>>[CH2:1]([c:2]1[cH:3][cH:4][cH:5][cH:6][cH:7]1)[n:8]1[c:9]([CH3:27])[c:10]([F:32])[c:11]2[cH:12][c:13]([C:17]([C:18]([F:19])([F:20])[F:21])([C:22]([F:23])([F:24])[F:25])[OH:26])[cH:14][cH:15][c:16]12.